From a dataset of the Open Reaction Database (ORD), a public repository of structured organic reaction records. describe an organic reaction: reactants, conditions, products, and yield The reactants are C(C)(=O)NCCC1=NC2=CC=CC=C2C(=N1)C(=O)O (2-(2-(acetamido)ethyl)quinazoline-4-carboxylic acid), Cl.OC1=C2CCNCC2=CC=C1OC (5-hydroxy-6-methoxy-1,2,3,4-tetrahydroisoquinoline hydrochloride). The product is C(C)(=O)NCCC1=NC2=CC=CC=C2C(=N1)C(=O)N1CC2=CC=C(C(=C2CC1)O)OC (2-[[2-(2-(acetamido)ethyl)quinazolin-4-yl]carbonyl]-5-hydroxy-6-methoxy-1,2,3,4-tetrahydroisoquinoline). Isolated yield 30.0%. Reaction SMILES: [C:1]([NH:4][CH2:5][CH2:6][C:7]1[N:16]=[C:15]([C:17]([OH:19])=O)[C:14]2[C:9](=[CH:10][CH:11]=[CH:12][CH:13]=2)[N:8]=1)(=[O:3])[CH3:2].Cl.[OH:21][C:22]1[C:31]([O:32][CH3:33])=[CH:30][CH:29]=[C:28]2[C:23]=1[CH2:24][CH2:25][NH:26][CH2:27]2>>[C:1]([NH:4][CH2:5][CH2:6][C:7]1[N:16]=[C:15]([C:17]([N:26]2[CH2:25][CH2:24][C:23]3[C:28](=[CH:29][CH:30]=[C:31]([O:32][CH3:33])[C:22]=3[OH:21])[CH2:27]2)=[O:19])[C:14]2[C:9](=[CH:10][CH:11]=[CH:12][CH:13]=2)[N:8]=1)(=[O:3])[CH3:2] |f:1.2|. Procedure: Reaction of 2-(2-(acetamido)ethyl)quinazoline-4-carboxylic acid with 5-hydroxy-6-methoxy-1,2,3,4-tetrahydroisoquinoline hydrochloride gave compound 74 (30% yield) as a light yellow solid. 1H NMR (300 MHz, DMSO-d6) δ 1.74 (d, 3H), 2.60 and 2.86 (2t, 2H), 3.16 (t, 2H), 3.44 and 3.98 (2t, 2H), 3.59 (t, 2H), 3.73 and 3.79 (2s, 3H), 4.33 and 4.87 (2s, 2H), 6.32-6.91 (m, 2H), 7.65-7.75 (m, 1H), 7.82-7.92 (m, 2H), 8.01-8.05 (m, 2H), 8.66-8.70 (m, 1H); MS (ESI) m/z 421 ([M+H]+). Starting materials: COCCOC, CSc1nc(N)nc(-c2ccc(Br)o2)c1C#N. Yields the product COc1ccc(-c2nc(N)nc(SC)c2C#N)o1. As a reaction SMILES: [CH3:18][O:19][CH2:20][CH2:21][O:22][CH3:23].[NH2:1][c:2]1[n:3][c:4]([S:16][CH3:17])[c:5]([C:14]#[N:15])[c:6](-[c:8]2[o:9][c:10]([Br:13])[cH:11][cH:12]2)[n:7]1>>[NH2:1][c:2]1[n:3][c:4]([S:16][CH3:17])[c:5]([C:14]#[N:15])[c:6](-[c:8]2[o:9][c:10]([O:19][CH3:18])[cH:11][cH:12]2)[n:7]1. The reactants are BrBr (bromine), CC(=O)C1=CC(=C(C(=C1)OC)OC)OC (3,4,5-trimethoxyacetophenone). The solvent is C(Cl)(Cl)Cl (chloroform), COC (dimethyl ether), C(Cl)(Cl)Cl (chloroform). Run at time 1 hour. The product is BrCC(=O)C1=CC(=C(C(=C1)OC)OC)OC (2-Bromo-1-(3,4,5-trimethoxyphenyl)ethanone). As a reaction SMILES: [CH3:1][C:2]([C:4]1[CH:9]=[C:8]([O:10][CH3:11])[C:7]([O:12][CH3:13])=[C:6]([O:14][CH3:15])[CH:5]=1)=[O:3].[Br:16]Br>COC.C(Cl)(Cl)Cl>[Br:16][CH2:1][C:2]([C:4]1[CH:5]=[C:6]([O:14][CH3:15])[C:7]([O:12][CH3:13])=[C:8]([O:10][CH3:11])[CH:9]=1)=[O:3]. Procedure details: A mixture of 3.0 g of 3,4,5-trimethoxyacetophenone in 70 ml of dimethyl ether and 30 ml of chloroform is cooled to 0° and then treated with a mixture containing 0.73 ml of bromine in 15 ml of chloroform in a dropwise manner. The reaction mixture is allowed to warm to 20°- 25° and stirred for 1 hr. The reaction mixture is partitioned between chloroform and water. The organic layer is separated, washed with dilute sodium bicarbonate, washed with saline, dried over anhydrous sodium sulfate, and con... Reactants: BrC1=CC=C(C=C1)O (4-bromophenol), CSCCCO (3-methylthio-1-propanol), C(CCC)P(CCCC)CCCC (tributylphosphine), N(=NC(=O)N1CCCCC1)C(=O)N1CCCCC1 (1,1′-(azodicarbonyl)dipiperidine). Run in O1CCCC1 (tetrahydrofuran). Run at time 2 hour. Yields the product BrC1=CC=C(C=C1)OCCCSC (1-bromo-4-[3-(methylsulfanyl)propoxy]benzene). Yield: 89.6%. Reaction SMILES: [Br:1][C:2]1[CH:7]=[CH:6][C:5]([OH:8])=[CH:4][CH:3]=1.[CH3:9][S:10][CH2:11][CH2:12][CH2:13]O.C(P(CCCC)CCCC)CCC.N(C(N1CCCCC1)=O)=NC(N1CCCCC1)=O>O1CCCC1>[Br:1][C:2]1[CH:7]=[CH:6][C:5]([O:8][CH2:13][CH2:12][CH2:11][S:10][CH3:9])=[CH:4][CH:3]=1. Procedure details: To a solution of 4-bromophenol (3.4 g) and 3-methylthio-1-propanol (2.6 g) in tetrahydrofuran (20 mL) were added tributylphosphine (7.5 mL) and 1,1′-(azodicarbonyl)dipiperidine (7.6 g), and the mixture was stirred at room temperature for 2 hr. The solvent was evaporated under reduced pressure, and the residue was purified by silica gel column (0% ethyl acetate/hexane to 20% ethyl acetate/hexane) to give the title compound (4.6 g, 83%) as a white crystal.